Task: describe an organic reaction: reactants, conditions, products, and yield. Dataset: the Open Reaction Database (ORD), a public repository of structured organic reaction records Reactants: O=C1C(CCCC1)NC(=O)C=1SC2=C(N1)C(=CC=C2N2CCOCC2)OC (4-methoxy-7-morpholin-4-yl-benzothiazole-2-carboxylic acid (2-oxo-cyclohexyl)-amide), FC(C(=O)[O-])(F)F.[NH4+] (ammonium triflouroacetate). The solvent is O (water). Product: COC1=CC=C(C2=C1N=C(S2)C2=NC1=C(N2)CCCC1)N1CCOCC1 (4-methoxy-7-morpholin-4-yl-2-(4,5,6,7-tetrahydro-1H-benzoimidazol-2-yl)-benzothiazole). Isolated yield 42.1%. As a reaction SMILES: O=[C:2]1[CH2:7][CH2:6][CH2:5][CH2:4][CH:3]1[NH:8][C:9]([C:11]1[S:12][C:13]2[C:19]([N:20]3[CH2:25][CH2:24][O:23][CH2:22][CH2:21]3)=[CH:18][CH:17]=[C:16]([O:26][CH3:27])[C:14]=2[N:15]=1)=O.FC(F)(F)C([O-])=O.[NH4+:35]>O>[CH3:27][O:26][C:16]1[C:14]2[N:15]=[C:11]([C:9]3[NH:35][C:2]4[CH2:7][CH2:6][CH2:5][CH2:4][C:3]=4[N:8]=3)[S:12][C:13]=2[C:19]([N:20]2[CH2:21][CH2:22][O:23][CH2:24][CH2:25]2)=[CH:18][CH:17]=1 |f:1.2|. Reported procedure: A mixture of 0.10 g 4-methoxy-7-morpholin-4-yl-benzothiazole-2-carboxylic acid (2-oxo-cyclohexyl)-amide and 0.34 g ammonium triflouroacetate was melted at 165° C. for 50 minutes and, after cooling to room temperature, suspended in water. Extraction with dichloromethane and chromatography on silicagel with ethylacetate/hexane 6:4 gave 0.04 g (39%) 4-methoxy-7-morpholin-4-yl-2-(4,5,6,7-tetrahydro-1H-benzoimidazol-2-yl)-benzothiazole as light brown solid; MS (ISP): m/e=371 (M+H+).